Dataset: the Open Reaction Database (ORD), a public repository of structured organic reaction records. Task: describe an organic reaction: reactants, conditions, products, and yield The reactants are OCCC[C@@H](C(=O)OC(C)(C)C)NC(=O)OC(C)(C)C (t-butyl (S)-5-hydroxy-2-(t-butoxycarbonylamino)-pentanoate), C1(=CC=CC=C1)P(C1=CC=CC=C1)C1=CC=CC=C1 (triphenylphosphine), N1C=NC=C1 (imidazole), II (iodine). The solvent is C(Cl)Cl (CH2Cl2), CO (Methanol). Conditions: time 30 minute. The product is ICCC[C@@H](C(=O)OC(C)(C)C)NC(=O)OC(C)(C)C (t-butyl (S)-5-iodo-2-(t-butoxycarbonylamino)-pentanoate). RXN SMILES: O[CH2:2][CH2:3][CH2:4][C@H:5]([NH:13][C:14]([O:16][C:17]([CH3:20])([CH3:19])[CH3:18])=[O:15])[C:6]([O:8][C:9]([CH3:12])([CH3:11])[CH3:10])=[O:7].C1(P(C2C=CC=CC=2)C2C=CC=CC=2)C=CC=CC=1.N1C=CN=C1.[I:45]I>C(Cl)Cl.CO>[I:45][CH2:2][CH2:3][CH2:4][C@H:5]([NH:13][C:14]([O:16][C:17]([CH3:20])([CH3:19])[CH3:18])=[O:15])[C:6]([O:8][C:9]([CH3:12])([CH3:11])[CH3:10])=[O:7]. Procedure: To a solution of t-butyl (S)-5-hydroxy-2-(t-butoxycarbonylamino)-pentanoate (5.79 g, 20.0 mmol), triphenylphosphine (8.13 g, 31.0 mmol) and imidazole (2.04 g, 30.0 mmol) in CH2Cl2 (200 mL) at room temperature is added iodine (6.35 g, 25.0 mmol), portionwise, over 30 minutes. The mixture is then stirred 16 hours at room temperature. Methanol (20 mL) is added to the solution, which is then stirred an additional 1 hour. Solvent is evaporated, and the residue is purified by chromatography (silica, 3...